From a dataset of the Open Reaction Database (ORD), a public repository of structured organic reaction records. describe an organic reaction: reactants, conditions, products, and yield The reactants are BrC(Br)(Br)Br, CC(C)(C)c1cc(-c2csc(CO)n2)cc(C(C)(C)C)c1O, ClCCl, O, c1ccc(P(c2ccccc2)c2ccccc2)cc1. Yields the product CC(C)(C)c1cc(-c2csc(CBr)n2)cc(C(C)(C)C)c1O. Reaction SMILES: [Br:23][C:24]([Br:25])([Br:26])[Br:27].[C:1]([CH3:2])([CH3:3])([CH3:4])[c:5]1[c:6]([OH:22])[c:7]([C:18]([CH3:19])([CH3:20])[CH3:21])[cH:8][c:9](-[c:11]2[n:12][c:13]([CH2:16][OH:17])[s:14][cH:15]2)[cH:10]1.[Cl:48][CH2:49][Cl:50].[OH2:47].[c:28]1([P:29]([c:30]2[cH:31][cH:32][cH:33][cH:34][cH:35]2)[c:36]2[cH:37][cH:38][cH:39][cH:40][cH:41]2)[cH:42][cH:43][cH:44][cH:45][cH:46]1>>[C:1]([CH3:2])([CH3:3])([CH3:4])[c:5]1[c:6]([OH:22])[c:7]([C:18]([CH3:19])([CH3:20])[CH3:21])[cH:8][c:9](-[c:11]2[n:12][c:13]([CH2:16][Br:23])[s:14][cH:15]2)[cH:10]1.